From a dataset of the Open Reaction Database (ORD), a public repository of structured organic reaction records. describe an organic reaction: reactants, conditions, products, and yield Reaction conditions: time 1 hour. Reaction SMILES: C([Li])CCC.Br[C:7]1[C:8]([Cl:15])=[CH:9][C:10]([F:14])=[C:11]([CH3:13])[CH:12]=1.[C:16](=[O:18])=[O:17].O>C(OCC)C>[Cl:15][C:8]1[CH:9]=[C:10]([F:14])[C:11]([CH3:13])=[CH:12][C:7]=1[C:16]([OH:18])=[O:17]. Run in C(C)OCC (Diethyl ether), C(C)OCC (diethyl ether). The product is ClC1=C(C(=O)O)C=C(C(=C1)F)C (2-Chloro-4-fluoro-5-methylbenzoic Acid). Starting materials: O (water), C(CCC)[Li] (n-Butyllithium), BrC=1C(=CC(=C(C1)C)F)Cl (5-bromo-4-chloro-2-fluorotoluene), C(=O)=O (Carbon dioxide). Procedure: n-Butyllithium (1.69 M hexane solution; 14 ml) was added dropwise to a solution of 5-bromo-4-chloro-2-fluorotoluene (5.6 g) in absolute diethyl ether (100 ml) at -70° C. in a nitrogen gas stream, and the mixture was stirred at the same temperature for 1 hour. Carbon dioxide was blown into the mixture at -70° C. for 30 minutes. The temperature of the reaction mixture was given back to room temperature to conduct stirring for 2 days. Diethyl ether and water were added to the reaction mixture to co... Reactants: N1CCCC1 (Pyrrolidine), ClC1=C(CN2C3=C(NCC2)N=CC(=C3)C3=CC(=NC=C3)Cl)C(=CC=C1F)F (1-(2-chloro-3,6-difluorobenzyl)-7-(2-chloropyridin-4-yl)-1,2,3,4-tetrahydropyrido[2,3-b]pyrazine). Conditions: temperature 87 celsius, time 72 hour. Yields the product ClC1=C(CN2C3=C(NCC2)N=CC(=C3)C3=CC(=NC=C3)N3CCCC3)C(=CC=C1F)F (1-(2-Chloro-3,6-difluorobenzyl)-7-(2-pyrrolidin-1-yl-pyridin-4-yl)-1,2,3,4-tetrahydropyrido[2,3-b]pyrazine). Isolated yield 35.0%. RXN SMILES: [NH:1]1[CH2:5][CH2:4][CH2:3][CH2:2]1.[Cl:6][C:7]1[C:30]([F:31])=[CH:29][CH:28]=[C:27]([F:32])[C:8]=1[CH2:9][N:10]1[CH2:15][CH2:14][NH:13][C:12]2[N:16]=[CH:17][C:18]([C:20]3[CH:25]=[CH:24][N:23]=[C:22](Cl)[CH:21]=3)=[CH:19][C:11]1=2>>[Cl:6][C:7]1[C:30]([F:31])=[CH:29][CH:28]=[C:27]([F:32])[C:8]=1[CH2:9][N:10]1[CH2:15][CH2:14][NH:13][C:12]2[N:16]=[CH:17][C:18]([C:20]3[CH:21]=[CH:22][N:23]=[C:24]([N:1]4[CH2:5][CH2:4][CH2:3][CH2:2]4)[CH:25]=3)=[CH:19][C:11]1=2. Procedure details: Pyrrolidine (1 mL) was added to 1-(2-chloro-3,6-difluorobenzyl)-7-(2-chloropyridin-4-yl)-1,2,3,4-tetrahydropyrido[2,3-b]pyrazine (32 mg). The reaction mixture was stirred at 87° C. for 72 hours and then concentrated. The residue was purified by normal phase column chromatography eluting with 5% methanol in CH2Cl2 to give the title compound as a yellow solid (35% yield). LCMS: m/z=442.21 (M+H+), 1H-NMR (CDCl3, 400 MHz) δ 2.03 (4H, m), 3.33 (2H, m), 3.53 (6H, m), 4.53 (2H, d, J=1.3 Hz), 5.06 (1H, ... Reactants: COC=1C=CC(=C(C(=O)O)C1)C(CC1=CC=CC=C1)=O (5-methoxy-2-(phenylacetyl)benzoic acid), O.NN (hydrazine hydrate). Yields the product C(C1=CC=CC=C1)C1=NNC(C2=CC(=CC=C12)OC)=O (4-Benzyl-7-methoxy-2H-phthalazin-1-one). RXN SMILES: [CH3:1][O:2][C:3]1[CH:4]=[CH:5][C:6]([C:12](=O)[CH2:13][C:14]2[CH:19]=[CH:18][CH:17]=[CH:16][CH:15]=2)=[C:7]([CH:11]=1)[C:8](O)=[O:9].O.[NH2:22][NH2:23]>>[CH2:13]([C:12]1[C:6]2[C:7](=[CH:11][C:3]([O:2][CH3:1])=[CH:4][CH:5]=2)[C:8](=[O:9])[NH:23][N:22]=1)[C:14]1[CH:19]=[CH:18][CH:17]=[CH:16][CH:15]=1 |f:1.2|. Reported procedure: This compound is obtained according to the procedure described in 1.2. by reacting unpurified 5-methoxy-2-(phenylacetyl)benzoic acid with hydrazine hydrate. Reactants: [C+4], CO, CC(C(=O)OCc1ccccc1)N1CCOCC1, [OH-], [OH-], [OH-], [OH-], [OH-], [OH-], [Pd+2]. Product: CC(C(=O)O)N1CCOCC1. RXN SMILES: [C+4:21].[CH3:19][OH:20].[O:1]1[CH2:2][CH2:3][N:4]([CH:7]([C:8](=[O:9])[O:10][CH2:11][c:12]2[cH:13][cH:14][cH:15][cH:16][cH:17]2)[CH3:18])[CH2:5][CH2:6]1.[OH-:22].[OH-:24].[OH-:25].[OH-:26].[OH-:27].[OH-:28].[Pd+2:23]>>[O:1]1[CH2:2][CH2:3][N:4]([CH:7]([C:8](=[O:9])[OH:10])[CH3:18])[CH2:5][CH2:6]1. Starting materials: CCOP(=O)(OCC)C(C)C#N, O=C1CCN(c2ccc(N3CC(CO)OC3=O)cc2F)CC1. Product: CC(C#N)=C1CCN(c2ccc(N3CC(CO)OC3=O)cc2F)CC1. As a reaction SMILES: [CH2:23]([O:24][P:25](=[O:26])([O:27][CH2:28][CH3:29])[CH:31]([CH3:32])[C:33]#[N:34])[CH3:30].[O:1]=[C:2]1[CH2:3][CH2:4][N:5]([c:8]2[c:9]([F:22])[cH:10][c:11]([N:14]3[C:15](=[O:21])[O:16][CH:17]([CH2:19][OH:20])[CH2:18]3)[cH:12][cH:13]2)[CH2:6][CH2:7]1>>[C:2]1(=[C:31]([CH3:32])[C:33]#[N:34])[CH2:3][CH2:4][N:5]([c:8]2[c:9]([F:22])[cH:10][c:11]([N:14]3[C:15](=[O:21])[O:16][CH:17]([CH2:19][OH:20])[CH2:18]3)[cH:12][cH:13]2)[CH2:6][CH2:7]1. Reactants: CC(C)(C)NS(=O)(=O)c1cnc(Cl)s1, Cc1ccccc1, CCCC[Sn](CCCC)(CCCC)c1cn(-c2nc(C)cc(-c3ccc(Cl)c(Cl)c3)n2)cn1, [F-], [K+], O. Product: Cc1cc(-c2ccc(Cl)c(Cl)c2)nc(-n2cnc(-c3ncc(S(=O)(=O)NC(C)(C)C)s3)c2)n1. As a reaction SMILES: [C:34]([CH3:35])([CH3:36])([CH3:37])[NH:38][S:39](=[O:40])(=[O:41])[c:42]1[cH:43][n:44][c:45]([Cl:47])[s:46]1.[CH3:51][c:52]1[cH:53][cH:54][cH:55][cH:56][cH:57]1.[Cl:1][c:2]1[cH:3][c:4](-[c:9]2[n:10][c:11](-[n:16]3[cH:17][n:18][c:19]([Sn:21]([CH2:22][CH2:23][CH2:24][CH3:25])([CH2:26][CH2:27][CH2:28][CH3:29])[CH2:30][CH2:31][CH2:32][CH3:33])[cH:20]3)[n:12][c:13]([CH3:15])[cH:14]2)[cH:5][cH:6][c:7]1[Cl:8].[F-:48].[K+:49].[OH2:50]>>[Cl:1][c:2]1[cH:3][c:4](-[c:9]2[n:10][c:11](-[n:16]3[cH:17][n:18][c:19](-[c:45]4[n:44][cH:43][c:42]([S:39]([NH:38][C:34]([CH3:35])([CH3:36])[CH3:37])(=[O:40])=[O:41])[s:46]4)[cH:20]3)[n:12][c:13]([CH3:15])[cH:14]2)[cH:5][cH:6][c:7]1[Cl:8]. Reactants: N#CCBr, O=C([O-])[O-], Cc1ccc2c(c1C)N(CCCN)c1ccccc1S2=O, CN(C)C=O, [K+], [K+], O. Yields the product Cc1ccc2c(c1C)N(CCCCC#N)c1ccccc1S2=O. RXN SMILES: [Br:22][CH2:23][C:24]#[N:25].[C:26](=[O:27])([O-:28])[O-:29].[CH3:1][c:2]1[c:3]([CH3:21])[cH:4][cH:5][c:6]2[c:15]1[N:14]([CH2:16][CH2:17][CH2:18][NH2:19])[c:13]1[c:8]([cH:9][cH:10][cH:11][cH:12]1)[S:7]2=[O:20].[CH3:33][N:34]([CH3:35])[CH:36]=[O:37].[K+:30].[K+:31].[OH2:32]>>[CH3:1][c:2]1[c:3]([CH3:21])[cH:4][cH:5][c:6]2[c:15]1[N:14]([CH2:16][CH2:17][CH2:18][CH2:23][C:24]#[N:25])[c:13]1[c:8]([cH:9][cH:10][cH:11][cH:12]1)[S:7]2=[O:20]. Starting materials: N1=CC=CC=C1 (pyridine), Cl.CN(CCCN=C=NCC)C (N-[3-(dimethylamino)propyl]-N′-ethylcarbodiimide hydrochloride), N1(CCCC1)CCOC1=C(C=CC=C1)N (2-(2-pyrrolidin-1-yl-ethoxy)phenylamine), N1(CCOCC1)C=1N=C(NC(C1)=O)CC(=O)[O-].[Na+] (sodium [4-(morpholin-4-yl)-6-oxo-1,6-dihydropyrimidin-2-yl]acetate). The solvent is CN(C=O)C (N,N-dimethylformamide). Run at time 2 hour. Product: N1(CCOCC1)C=1N=C(NC(C1)=O)CC(=O)NC1=C(C=CC=C1)OCCN1CCCC1 (2-[4-(morpholin-4-yl)-6-oxo-1,6-dihydropyrimidin-2-yl]l-N-{2-[2-(pyrrolidin-1-yl)ethoxy]phenyl}acetamide). RXN SMILES: N1C=CC=CC=1.Cl.CN(C)CCCN=C=NCC.[N:19]1([CH2:24][CH2:25][O:26][C:27]2[CH:32]=[CH:31][CH:30]=[CH:29][C:28]=2[NH2:33])[CH2:23][CH2:22][CH2:21][CH2:20]1.[N:34]1([C:40]2[N:41]=[C:42]([CH2:47][C:48]([O-])=[O:49])[NH:43][C:44](=[O:46])[CH:45]=2)[CH2:39][CH2:38][O:37][CH2:36][CH2:35]1.[Na+]>CN(C)C=O>[N:34]1([C:40]2[N:41]=[C:42]([CH2:47][C:48]([NH:33][C:28]3[CH:29]=[CH:30][CH:31]=[CH:32][C:27]=3[O:26][CH2:25][CH2:24][N:19]3[CH2:23][CH2:22][CH2:21][CH2:20]3)=[O:49])[NH:43][C:44](=[O:46])[CH:45]=2)[CH2:35][CH2:36][O:37][CH2:38][CH2:39]1 |f:1.2,4.5|. Reported procedure: 2 ml of pyridine, 300 mg of N-[3-(dimethylamino)propyl]-N′-ethylcarbodiimide hydrochloride and 273 mg of 2-(2-pyrrolidin-1-yl-ethoxy)phenylamine are added to a solution of 250 mg of sodium [4-(morpholin-4-yl)-6-oxo-1,6-dihydropyrimidin-2-yl]acetate prepared in stage 2 of example 1, in 2 ml of N,N-dimethylformamide. The reaction mixture is stirred at ambient temperature for 2 hours, and then concentrated under reduced pressure. Starting materials: [N+](=O)([O-])C1=C(C#N)C(=CC=C1)[N+](=O)[O-] (2,6-Dinitrobenzonitrile), stannous chloride, [OH-].[Na+] (NaOH). The solvent is O (water), Cl (HCl). The product is NC1=C(C#N)C(=CC=C1)N (2,6-Diaminobenzonitrile). Yield: 60.2%. Reaction SMILES: [N+:1]([C:4]1[CH:11]=[CH:10][CH:9]=[C:8]([N+:12]([O-])=O)[C:5]=1[C:6]#[N:7])([O-])=O.[OH-].[Na+]>Cl.O>[NH2:1][C:4]1[CH:11]=[CH:10][CH:9]=[C:8]([NH2:12])[C:5]=1[C:6]#[N:7] |f:1.2|. Procedure details: 2,6-Dinitrobenzonitrile (10.0 grams) is added in portions to a stirred solution of stannous chloride (82.5 grams) in concentrated HCl (230 ml.) at room temperature. Stirring is continued at room temperature for two and one-half hours, then the reaction mixture is cooled to 0° and made strongly basic with 50% NaOH. The reaction mixture is diluted with water (1 l.) and extracted four times with methylenechloride (200 ml.). The combined extracts are washed once with water (200 ml.), dried over sodi...